From a dataset of the Open Reaction Database (ORD), a public repository of structured organic reaction records. describe an organic reaction: reactants, conditions, products, and yield Starting materials: CC1=CC=C(C=N1)C1=CC(SC2=CC=C(C=C12)C#CC1=CC=C(C(=O)OCC)C=C1)(C)C (ethyl 4-[[4-(6-methylpyridin-3-yl)-2,2-dimethyl-(2H)-thiochromen-6-yl]-ethynyl]-benzoate), CC1=CC=C(C=N1)C1=CC(SC2=CC=C(C=C12)C#CC1=CC=C(C(=O)OCC)C=C1)(C)C (ethyl 4-[[4-(6-methylpyridin-3-yl)-2,2-dimethyl-(2H)-thiochromen-6-yl]-ethynyl]-benzoate), [OH-].[Na+] (NaOH), aqueous solution, Cl (HCl). Run in C1CCOC1 (THF), CCO (EtOH). Reaction conditions: temperature 35 celsius, time 8 hour. Product: CC1=CC=C(C=N1)C1=CC(SC2=CC=C(C=C12)C#CC1=CC=C(C(=O)O)C=C1)(C)C (4-[[4-(6-methylpyridin-3-yl)-2,2-dimethyl-(2H)-thiochromen-6-yl]-ethynyl]-benzoic acid). Isolated yield 91.7%. As a reaction SMILES: [CH3:1][C:2]1[N:7]=[CH:6][C:5]([C:8]2[C:17]3[C:12](=[CH:13][CH:14]=[C:15]([C:18]#[C:19][C:20]4[CH:30]=[CH:29][C:23]([C:24]([O:26]CC)=[O:25])=[CH:22][CH:21]=4)[CH:16]=3)[S:11][C:10]([CH3:32])([CH3:31])[CH:9]=2)=[CH:4][CH:3]=1.[OH-].[Na+].Cl>C1COCC1.CCO>[CH3:1][C:2]1[N:7]=[CH:6][C:5]([C:8]2[C:17]3[C:12](=[CH:13][CH:14]=[C:15]([C:18]#[C:19][C:20]4[CH:21]=[CH:22][C:23]([C:24]([OH:26])=[O:25])=[CH:29][CH:30]=4)[CH:16]=3)[S:11][C:10]([CH3:32])([CH3:31])[CH:9]=2)=[CH:4][CH:3]=1 |f:1.2|. Procedure details: To a solution of ethyl 4-[[4-(6-methylpyridin-3-yl)-2,2-dimethyl-(2H)-thiochromen-6-yl]-ethynyl]-benzoate (Compound 233, 70.0 mg, 0.159 mmol) in 3.0 mL THF and 3.0 mL EtOH was added NaOH (120.0 mg, 3.0 mmol, 3.0 mL of a 1M aqueous solution). The resulting solution was stirred overnight at 35° C. Upon cooling to room temperature, the reaction mixture was acidified with 10% aqueous HCl and extracted with EtOAc. The combined organic layers were washed with H2O, saturated aqueous NaCl, and dried (Na... Reactants: C1CCOC1, Cc1cc(=O)oc2cc(OS(=O)(=O)C(F)(F)F)ccc12, C[Si](C)(C)[N-][Si](C)(C)C, O=Cc1ccc(Cl)cc1Cl, [Li+]. Product: O=c1cc(CC(O)c2ccc(Cl)cc2Cl)c2ccc(OS(=O)(=O)C(F)(F)F)cc2o1. RXN SMILES: [CH2:41]1[O:42][CH2:43][CH2:44][CH2:45]1.[CH3:1][c:2]1[cH:3][c:4](=[O:20])[o:5][c:6]2[cH:7][c:8]([O:12][S:13](=[O:14])(=[O:15])[C:16]([F:17])([F:18])[F:19])[cH:9][cH:10][c:11]12.[CH3:22][Si:23]([N-:24][Si:25]([CH3:26])([CH3:27])[CH3:28])([CH3:29])[CH3:30].[Cl:31][c:32]1[c:33]([CH:34]=[O:35])[cH:36][cH:37][c:38]([Cl:40])[cH:39]1.[Li+:21]>>[CH2:1]([c:2]1[cH:3][c:4](=[O:20])[o:5][c:6]2[cH:7][c:8]([O:12][S:13](=[O:14])(=[O:15])[C:16]([F:17])([F:18])[F:19])[cH:9][cH:10][c:11]12)[CH:34]([c:33]1[c:32]([Cl:31])[cH:39][c:38]([Cl:40])[cH:37][cH:36]1)[OH:35]. Starting materials: COC(=O)c1ccc2c(c1)CC(C)(C)C(c1ccccc1NS(=O)(=O)c1ccccc1F)N2, [Na+], C1CCOC1, [OH-]. The product is CC1(C)Cc2cc(C(=O)O)ccc2NC1c1ccccc1NS(=O)(=O)c1ccccc1F. RXN SMILES: [F:1][c:2]1[c:3]([S:8](=[O:9])(=[O:10])[NH:11][c:12]2[c:13]([CH:18]3[NH:19][c:20]4[cH:21][cH:22][c:23]([C:30](=[O:31])[O:32][CH3:33])[cH:24][c:25]4[CH2:26][C:27]3([CH3:28])[CH3:29])[cH:14][cH:15][cH:16][cH:17]2)[cH:4][cH:5][cH:6][cH:7]1.[Na+:35].[O:36]1[CH2:37][CH2:38][CH2:39][CH2:40]1.[OH-:34]>>[F:1][c:2]1[c:3]([S:8](=[O:9])(=[O:10])[NH:11][c:12]2[c:13]([CH:18]3[NH:19][c:20]4[cH:21][cH:22][c:23]([C:30](=[O:31])[OH:32])[cH:24][c:25]4[CH2:26][C:27]3([CH3:28])[CH3:29])[cH:14][cH:15][cH:16][cH:17]2)[cH:4][cH:5][cH:6][cH:7]1. Reactants: CCOC(C)=O, COC(=O)C(N=[N+]=[N-])C(C)c1ccc(Cl)c(Cl)c1. The product is COC(=O)C(N)C(C)c1ccc(Cl)c(Cl)c1. RXN SMILES: [CH3:19][CH2:20][O:21][C:22]([CH3:23])=[O:24].[CH3:1][O:2][C:3]([CH:4]([CH:5]([CH3:6])[c:7]1[cH:8][c:9]([Cl:14])[c:10]([Cl:13])[cH:11][cH:12]1)[N:15]=[N+:16]=[N-:17])=[O:18]>>[CH3:1][O:2][C:3]([CH:4]([CH:5]([CH3:6])[c:7]1[cH:8][c:9]([Cl:14])[c:10]([Cl:13])[cH:11][cH:12]1)[NH2:15])=[O:18].